This data is from the Open Reaction Database (ORD), a public repository of structured organic reaction records. The task is: describe an organic reaction: reactants, conditions, products, and yield Starting materials: OP(=O)(O)O (H3PO4), [O-]Cl=O.[Na+] (NaClO2), CC(C)=CC (2-methyl-2-butene), C(OC\C(=C(/CO)\C1=CC=CC=C1)\C1=CC=C(C=C1)S(=O)(=O)C)(OCCCCCO[N+](=O)[O-])=O ((2Z)-4-hydroxy-2-[4-(methylsulfonyl)phenyl]-3-phenylbut-2-enyl 5-(nitrooxy)pentyl carbonate), CC(=O)OI1(C=2C=CC=CC2C(=O)O1)(OC(=O)C)OC(=O)C (Dess-Martin reagent), O (water). Solvent: ClCCl (dichloromethane), CCOC(=O)C (EtOAc). Reaction conditions: time 1 hour. The product is CS(=O)(=O)C1=CC=C(C=C1)/C(=C(/C(=O)O)\C1=CC=CC=C1)/COC(=O)OCCCCCO[N+](=O)[O-] ((2Z)-3-[4-(methylsulfonyl)phenyl]-4-[({[5-(nitrooxy)pentyl]oxy}carbonyl)oxy]-2-phenylbut-2-enoic acid). Reaction SMILES: [C:1](=[O:34])([O:24][CH2:25][CH2:26][CH2:27][CH2:28][CH2:29][O:30][N+:31]([O-:33])=[O:32])[O:2][CH2:3]/[C:4](/[C:14]1[CH:19]=[CH:18][C:17]([S:20]([CH3:23])(=[O:22])=[O:21])=[CH:16][CH:15]=1)=[C:5](/[C:8]1[CH:13]=[CH:12][CH:11]=[CH:10][CH:9]=1)\[CH2:6][OH:7].CC(OI1(OC(C)=O)(OC(C)=O)OC(=O)C2C=CC=CC1=2)=[O:37].O.OP(O)(O)=O.[O-]Cl=O.[Na+].CC(=CC)C>ClCCl.CCOC(C)=O>[CH3:23][S:20]([C:17]1[CH:18]=[CH:19][C:14](/[C:4](/[CH2:3][O:2][C:1]([O:24][CH2:25][CH2:26][CH2:27][CH2:28][CH2:29][O:30][N+:31]([O-:33])=[O:32])=[O:34])=[C:5](\[C:8]2[CH:9]=[CH:10][CH:11]=[CH:12][CH:13]=2)/[C:6]([OH:37])=[O:7])=[CH:15][CH:16]=1)(=[O:21])=[O:22] |f:4.5|. Procedure: A solution of (2Z)-4-hydroxy-2-[4-(methylsulfonyl)phenyl]-3-phenylbut-2-enyl 5-(nitrooxy)pentyl carbonate (1 eq, 0.2M) in dichloromethane was treated with Dess-Martin reagent (1.3 eq) for 1 h at rt. The reaction was quenched by 10 eq of water and stirred at rt for 1 h, filtered on a silica gel pad eluted with 60% EtOAc/hexanes and evaporated. The residue was dissolved in a 3:1 solvent mixture of tBuOH/CH2Cl2, and treated with 1 M H3PO4 (4 eq) and 1 M NaClO2 (2 eq) in the presence of an excess of...